Dataset: the Open Reaction Database (ORD), a public repository of structured organic reaction records. Task: describe an organic reaction: reactants, conditions, products, and yield The reactants are N#Cc1cc(CBr)cnc1Sc1ccc([N+](=O)[O-])cc1, CCCCP(CCCC)CCCC, C1CCOC1. The product is [Br-], CCCC[P+](CCCC)(CCCC)Cc1cnc(Sc2ccc([N+](=O)[O-])cc2)c(C#N)c1. As a reaction SMILES: [C:1](#[N:2])[c:3]1[c:4]([S:11][c:12]2[cH:13][cH:14][c:15]([N+:18](=[O:19])[O-:20])[cH:16][cH:17]2)[n:5][cH:6][c:7]([CH2:9][Br:10])[cH:8]1.[CH2:21]([CH2:22][CH2:23][CH3:24])[P:25]([CH2:26][CH2:27][CH2:28][CH3:29])[CH2:30][CH2:31][CH2:32][CH3:33].[O:34]1[CH2:35][CH2:36][CH2:37][CH2:38]1>>[Br-:10].[C:1](#[N:2])[c:3]1[c:4]([S:11][c:12]2[cH:13][cH:14][c:15]([N+:18](=[O:19])[O-:20])[cH:16][cH:17]2)[n:5][cH:6][c:7]([CH2:9][P+:25]([CH2:21][CH2:22][CH2:23][CH3:24])([CH2:26][CH2:27][CH2:28][CH3:29])[CH2:30][CH2:31][CH2:32][CH3:33])[cH:8]1. Reactants: O=C([O-])[O-], O=C([O-])O, CNc1ncc2cc(B3OC(C)(C)C(C)(C)O3)c(=O)n(C)c2n1, CCOC(C)=O, Cc1ccc2c(Nc3cccc(C(F)(F)F)c3)nccc2c1I, [Na+], [Na+], [Na+], O, O. Product: CNc1ncc2cc(-c3c(C)ccc4c(Nc5cccc(C(F)(F)F)c5)nccc34)c(=O)n(C)c2n1. As a reaction SMILES: [C:48](=[O:49])([O-:50])[O-:51].[C:54](=[O:55])([OH:56])[O-:57].[CH3:24][n:25]1[c:26](=[O:46])[c:27]([B:37]2[O:38][C:39]([CH3:40])([CH3:41])[C:42]([CH3:43])([CH3:44])[O:45]2)[cH:28][c:29]2[c:30]1[n:31][c:32]([NH:35][CH3:36])[n:33][cH:34]2.[CH3:59][CH2:60][O:61][C:62]([CH3:63])=[O:64].[I:1][c:2]1[c:3]2[cH:4][cH:5][n:6][c:7]([NH:13][c:14]3[cH:15][c:16]([C:20]([F:21])([F:22])[F:23])[cH:17][cH:18][cH:19]3)[c:8]2[cH:9][cH:10][c:11]1[CH3:12].[Na+:52].[Na+:53].[Na+:58].[OH2:47].[OH2:65]>>[c:2]1(-[c:27]2[c:26](=[O:46])[n:25]([CH3:24])[c:30]3[c:29]([cH:28]2)[cH:34][n:33][c:32]([NH:35][CH3:36])[n:31]3)[c:3]2[cH:4][cH:5][n:6][c:7]([NH:13][c:14]3[cH:15][c:16]([C:20]([F:21])([F:22])[F:23])[cH:17][cH:18][cH:19]3)[c:8]2[cH:9][cH:10][c:11]1[CH3:12].